From a dataset of the Open Reaction Database (ORD), a public repository of structured organic reaction records. describe an organic reaction: reactants, conditions, products, and yield Starting materials: CC1=CC(=NO1)CC(=O)O ((5-methyl-isoxazol-3-yl)-acetic acid), NC1=C(C=C(C=C1)Cl)C(=O)C1=CC=CC=C1 ((2-amino-5-chloro-phenyl)-phenyl-methanone). Yields the product ClC=1C=C2C(=C(C(NC2=CC1)=O)C1=NOC(=C1)C)C1=CC=CC=C1 (6-Chloro-3-(5-methyl-isoxazol-3-yl)-4-phenyl-1H-quinolin-2-one). Yield: 69.0%. Reaction SMILES: [CH3:1][C:2]1[O:6][N:5]=[C:4]([CH2:7][C:8]([OH:10])=O)[CH:3]=1.[NH2:11][C:12]1[CH:17]=[CH:16][C:15]([Cl:18])=[CH:14][C:13]=1[C:19]([C:21]1[CH:26]=[CH:25][CH:24]=[CH:23][CH:22]=1)=O>>[Cl:18][C:15]1[CH:14]=[C:13]2[C:12](=[CH:17][CH:16]=1)[NH:11][C:8](=[O:10])[C:7]([C:4]1[CH:3]=[C:2]([CH3:1])[O:6][N:5]=1)=[C:19]2[C:21]1[CH:22]=[CH:23][CH:24]=[CH:25][CH:26]=1. Procedure details: Synthesized from (5-methyl-isoxazol-3-yl)-acetic acid (J. Med. Chem., 34(2), 518, 1991) and (2-amino-5-chloro-phenyl)-phenyl-methanone according to general procedure 2. Yield 69%. The reactants are CC1=C(NC2=C1C(N(CC2)CCN2CCCC2)=O)C=O (3-methyl-4-oxo-5-(2-pyrrolidin-1-yl-ethyl)-4,5,6,7-tetrahydro-1H-pyrrolo[3,2-c]pyridine-2-carbaldehyde), N1CCC(CC1)C1=C2CC(NC2=CC=C1)=O (4-piperidin-4-yl-1,3-dihydro-indol-2-one). Product: CC1=C(NC2=C1C(N(CC2)CCN2CCCC2)=O)C=C2C(NC1=CC=CC(=C21)C2CCNCC2)=O (3-methyl-2-(2-oxo-4-piperidin-4-yl-1,2-dihydro-indol-3-ylidenemethyl)-5-(2-pyrrolidin-1-yl-ethyl)-1,5,6,7-tetrahydro-pyrrolo[3,2-c]pyridin-4-one). The yield is 30.2%. As a reaction SMILES: [CH3:1][C:2]1[C:6]2[C:7](=[O:18])[N:8]([CH2:11][CH2:12][N:13]3[CH2:17][CH2:16][CH2:15][CH2:14]3)[CH2:9][CH2:10][C:5]=2[NH:4][C:3]=1[CH:19]=O.[NH:21]1[CH2:26][CH2:25][CH:24]([C:27]2[CH:35]=[CH:34][CH:33]=[C:32]3[C:28]=2[CH2:29][C:30](=[O:36])[NH:31]3)[CH2:23][CH2:22]1>>[CH3:1][C:2]1[C:6]2[C:7](=[O:18])[N:8]([CH2:11][CH2:12][N:13]3[CH2:14][CH2:15][CH2:16][CH2:17]3)[CH2:9][CH2:10][C:5]=2[NH:4][C:3]=1[CH:19]=[C:29]1[C:28]2[C:32](=[CH:33][CH:34]=[CH:35][C:27]=2[CH:24]2[CH2:23][CH2:22][NH:21][CH2:26][CH2:25]2)[NH:31][C:30]1=[O:36]. Reported procedure: The title compound was prepared under the same conditions as described in Example 13 with 3-methyl-4-oxo-5-(2-pyrrolidin-1-yl-ethyl)-4,5,6,7-tetrahydro-1H-pyrrolo[3,2-c]pyridine-2-carbaldehyde and 4-piperidin-4-yl-1,3-dihydro-indol-2-one as starting materials to give 3-methyl-2-(2-oxo-4-piperidin-4-yl-1,2-dihydro-indol-3-ylidenemethyl)-5-(2-pyrrolidin-1-yl-ethyl)-1,5,6,7-tetrahydro-pyrrolo[3,2-c]pyridin-4-one (18 mg, 30.2%) as a yellow solid. The reactants are NCC1=CC=NC=C1 (4-aminomethyl pyridine), ClC1=C2C(=NC=C1)C=C(S2)C(=O)[O-].[Li+] (lithium 7-chloro-thieno[3,2-b]pyridine-2-carboxylate). Yields the product N1=CC=C(C=C1)CNC(=O)C1=CC2=NC=CC(=C2S1)Cl (7-Chloro-thieno[3,2-b]pyridine-2-carboxylic acid (pyridin-4-ylmethyl)-amide). RXN SMILES: [NH2:1][CH2:2][C:3]1[CH:8]=[CH:7][N:6]=[CH:5][CH:4]=1.[Cl:9][C:10]1[CH:15]=[CH:14][N:13]=[C:12]2[CH:16]=[C:17]([C:19]([O-])=[O:20])[S:18][C:11]=12.[Li+]>>[N:6]1[CH:7]=[CH:8][C:3]([CH2:2][NH:1][C:19]([C:17]2[S:18][C:11]3[C:12](=[N:13][CH:14]=[CH:15][C:10]=3[Cl:9])[CH:16]=2)=[O:20])=[CH:4][CH:5]=1 |f:1.2|. Reported procedure: The title compound was prepared from 4-aminomethyl pyridine and lithium 7-chloro-thieno[3,2-b]pyridine-2-carboxylate by a procedure analogous to Example 1B. MS: 304/306 (MH+); HPLC Rf: 4.08 min.; HPLC purity: 78%. The reactants are C(C)(=O)O (acetic acid), [Cr](=O)(=O)([O-])O[Cr](=O)(=O)[O-].[Na+].[Na+] (sodium dichromate), ClC1=CC=C(CC2=NC=CC=C2)C=C1 (2-(p-chlorobenzyl)-pyridine). The solvent is O (water). Yields the product ClC1=CC=C(C(=O)C2=NC=CC=C2)C=C1 (2-(4-chlorobenzoyl)pyridine), ligroin. As a reaction SMILES: [Cr](O[Cr]([O-])(=O)=O)([O-])(=O)=O.[Na+].[Na+].[Cl:12][C:13]1[CH:25]=[CH:24][C:16]([CH2:17][C:18]2[CH:23]=[CH:22][CH:21]=[CH:20][N:19]=2)=[CH:15][CH:14]=1.C(O)(=[O:28])C>O>[Cl:12][C:13]1[CH:25]=[CH:24][C:16]([C:17]([C:18]2[CH:23]=[CH:22][CH:21]=[CH:20][N:19]=2)=[O:28])=[CH:15][CH:14]=1 |f:0.1.2|. Procedure details: 164 G. (0.55 mol) of sodium dichromate was added to a stirred solution of 101 g. (0.5 mol) of 2-(p-chlorobenzyl)-pyridine in 450 ml. of acetic acid and the resulting mixture was stirred and refluxed for 3 hrs. The resulting dark green solution was cooled and poured into 1500 ml. of cold water. The precipitate which resulted was collected, washed with water and air dried to yield 2-(4-chlorobenzoyl)pyridine as white microprisms, mp. 62°-64° C. (ligroin). The reactants are CC(=O)O[BH-](OC(C)=O)OC(C)=O, ClCCl, NC1CCN(c2ccc3c(NC(=O)CC4CCCCC4)c(Cl)ccc3n2)C1, [Na+], [Na+], O=CC(=O)O, [OH-]. Yields the product O=C(O)CNC1CCN(c2ccc3c(NC(=O)CC4CCCCC4)c(Cl)ccc3n2)C1. RXN SMILES: [C:33]([O:34][BH-:35]([O:36][C:37](=[O:38])[CH3:39])[O:40][C:41](=[O:42])[CH3:43])(=[O:44])[CH3:45].[Cl:49][CH2:50][Cl:51].[NH2:1][CH:2]1[CH2:3][N:4]([c:7]2[n:8][c:9]3[cH:10][cH:11][c:12]([Cl:27])[c:13]([NH:17][C:18]([CH2:19][CH:20]4[CH2:21][CH2:22][CH2:23][CH2:24][CH2:25]4)=[O:26])[c:14]3[cH:15][cH:16]2)[CH2:5][CH2:6]1.[Na+:46].[Na+:48].[O:28]=[CH:29][C:30](=[O:31])[OH:32].[OH-:47]>>[NH:1]([CH:2]1[CH2:3][N:4]([c:7]2[n:8][c:9]3[cH:10][cH:11][c:12]([Cl:27])[c:13]([NH:17][C:18]([CH2:19][CH:20]4[CH2:21][CH2:22][CH2:23][CH2:24][CH2:25]4)=[O:26])[c:14]3[cH:15][cH:16]2)[CH2:5][CH2:6]1)[CH2:29][C:30](=[O:31])[OH:32]. Yields the product ClC=1C=C2N=C(C(=NC2=CC1Cl)O)C(=O)NC(=O)N (N-(6,7-dichloro-2-hydroxy-3-quinoxalinoyl)urea). The solvent is C(C)(=O)O (acetic acid). Procedure: A mixture of 4,5-dichloro-o-phenylenediamine (36.2 mmole) and alloxan monohydrate (36.2 mmole) in 10% aqueous acetic acid was stirred at room temperature for a period of 2 hours. Concentration of the reaction mixture gave N-(6,7-dichloro-2-hydroxy-3-quinoxalinoyl)urea which was added to 50% aqueous sulfuric acid and the mixture was heated at a temperature of 135° C. for a period of 3 hours. After cooling the precipitated material was collected by filtration, washed with water and then was slowly... The reactants are ClC1=CC(=C(C=C1Cl)N)N (4,5-dichloro-o-phenylenediamine), O.N1C(=O)NC(=O)C(=O)C1=O (alloxan monohydrate). As a reaction SMILES: [Cl:1][C:2]1[C:7]([Cl:8])=[CH:6][C:5]([NH2:9])=[C:4]([NH2:10])[CH:3]=1.O.[NH:12]1[C:20](=[O:21])[C:18](=O)[C:16](=[O:17])[NH:15][C:13]1=[O:14]>C(O)(=O)C>[Cl:1][C:2]1[CH:3]=[C:4]2[C:5](=[CH:6][C:7]=1[Cl:8])[N:9]=[C:16]([OH:17])[C:18]([C:20]([NH:12][C:13]([NH2:15])=[O:14])=[O:21])=[N:10]2 |f:1.2|. Run at time 2 hour. The reactants are N (ammonia), [Li]CCCC (n-BuLi), [Cl-].[NH4+] (ammonium chloride), C(C)C1CCC(CC1)C1=C(C(=C(C=C1)C=1[Se]C=CC1)F)F (2-[4-(4-ethyl-cyclohexyl)-2,3-difluorophenyl]selenophene), CI (methyl iodide). The solvent is C(C)OCC (diethyl ether), C(C)OCC (diethyl ether). Reaction conditions: time 25 minute. Product: C(C)C1CCC(CC1)C1=C(C(=C(C=C1)C=1[Se]C(=CC1)C)F)F (2-[4-(4-Ethylcyclohexyl)-2,3-difluorophenyl]-5-methylselenophene). Reaction SMILES: [Li][CH2:2]CCC.[CH2:6]([CH:8]1[CH2:13][CH2:12][CH:11]([C:14]2[CH:19]=[CH:18][C:17]([C:20]3[Se:21][CH:22]=[CH:23][CH:24]=3)=[C:16]([F:25])[C:15]=2[F:26])[CH2:10][CH2:9]1)[CH3:7].CI.[Cl-].[NH4+].N>C(OCC)C>[CH2:6]([CH:8]1[CH2:9][CH2:10][CH:11]([C:14]2[CH:19]=[CH:18][C:17]([C:20]3[Se:21][C:22]([CH3:2])=[CH:23][CH:24]=3)=[C:16]([F:25])[C:15]=2[F:26])[CH2:12][CH2:13]1)[CH3:7] |f:3.4|. Reported procedure: 2.2 ml (13.0 mmol) of TMP are initially introduced at −15° C. in 15 ml of diethyl ether, and 8.2 ml (13.0 mmol, 15% soln. in hexane) of n-BuLi are metered in. After 25 min, a solution of 3.5 g (9.9 mmol) of 2-[4-(4-ethyl-cyclohexyl)-2,3-difluorophenyl]selenophene in 35 ml of diethyl ether is metered in at 0° C., and the mixture is stirred at RT for 2 h. The batch is cooled to −70° C., and 3.0 ml (48.2 mmol) of methyl iodide are added. The mixture is warmed to RT and stirred for 24 h. Sat. ammoni...